The task is: describe an organic reaction: reactants, conditions, products, and yield. This data is from the Open Reaction Database (ORD), a public repository of structured organic reaction records. The reactants are COC1=C(C=O)C(=CC(=C1)OC)C=1SC=CC1 (2,4-dimethoxy-6-thiophen-2-yl-benzaldehyde), C(C)(=O)C1=CC=C(C(=O)O)C=C1 (4-acetylbenzoic acid), 245. Product: COC1=C(C(=CC(=C1)OC)C=1SC=CC1)/C=C/C(=O)C1=CC=C(C(=O)O)C=C1 (4-[3E-(2,4-Dimethoxy-6-thiophen-2-yl-phenyl)-acryloyl]-benzoic acid). Isolated yield 61.0%. As a reaction SMILES: [CH3:1][O:2][C:3]1[CH:10]=[C:9]([O:11][CH3:12])[CH:8]=[C:7]([C:13]2[S:14][CH:15]=[CH:16][CH:17]=2)[C:4]=1[CH:5]=O.[C:18]([C:21]1[CH:29]=[CH:28][C:24]([C:25]([OH:27])=[O:26])=[CH:23][CH:22]=1)(=[O:20])[CH3:19]>>[CH3:1][O:2][C:3]1[CH:10]=[C:9]([O:11][CH3:12])[CH:8]=[C:7]([C:13]2[S:14][CH:15]=[CH:16][CH:17]=2)[C:4]=1/[CH:5]=[CH:19]/[C:18]([C:21]1[CH:29]=[CH:28][C:24]([C:25]([OH:27])=[O:26])=[CH:23][CH:22]=1)=[O:20]. Procedure: The title compound was prepared by condensing 2,4-dimethoxy-6-thiophen-2-yl-benzaldehyde (Ex-39A) and 4-acetylbenzoic acid in a similar manner as described in Ex-3. Yellow solid, 61% yield, mp 231° C. (dec.). 1H-NMR (DMSO-d6) δ 8.02 (d, 2H), 7.93 (d, 2H), 7.73 (m, 3H), 7.15 (t, 1H), 7.07 (d, 1H), 6.72 (d, 1H), 6.62 (d, 1H). MS m/z=394 ([M]+, 6%), 245 (100%). HRMS m/z: calc. 395.0953, found 395.0949. Starting materials: C(O)([O-])=O.[Na+] (sodium hydrogencarbonate), [H-].[Na+] (sodium hydride), compound, OC1=CC(N(C2=NC=CC=C12)C1=CC=CC=C1)=O (4-hydroxy-1-phenyl-1,8-naphthyridin-2(1H)-one), [H][H] (hydrogen), O1CCC(CC1)CC(=O)Cl (tetrahydro-2H-pyran-4-ylacetyl chloride). Run in CN(C)C=O (DMF). Run at time 1 hour. Product: C1(=CC=CC=C1)N1C(C=C(C2=CC=CN=C12)OC(CC1CCOCC1)=O)=O (1-phenyl-4-(tetrahydro-2H-pyran-4-ylacetoxy)-1,8-naphthyridin-2(1H)-one), crystal. Yield: 67.0%. Reaction SMILES: [OH:1][C:2]1[C:11]2[C:6](=[N:7][CH:8]=[CH:9][CH:10]=2)[N:5]([C:12]2[CH:17]=[CH:16][CH:15]=[CH:14][CH:13]=2)[C:4](=[O:18])[CH:3]=1.[H-].[Na+].[H][H].[O:23]1[CH2:28][CH2:27][CH:26]([CH2:29][C:30](Cl)=[O:31])[CH2:25][CH2:24]1.C(=O)([O-])O.[Na+]>CN(C=O)C>[C:12]1([N:5]2[C:6]3[C:11](=[CH:10][CH:9]=[CH:8][N:7]=3)[C:2]([O:1][C:30](=[O:31])[CH2:29][CH:26]3[CH2:27][CH2:28][O:23][CH2:24][CH2:25]3)=[CH:3][C:4]2=[O:18])[CH:13]=[CH:14][CH:15]=[CH:16][CH:17]=1 |f:1.2,5.6|. Reported procedure: In accordance with a process described in JP-61-246183A, 4-hydroxy-1-phenyl-1,8-naphthyridin-2(1H)-one was synthesized. To a suspension of the synthesized compound (715 mg, 3.0 mmol) in DMF (20 mL) was added sodium hydride (purity of about 60%, 120 mg, 3.0 mmol, 1.0 eq.). The mixture was stirred until no more hydrogen was generated, to obtain a solution. Then, tetrahydro-2H-pyran-4-ylacetyl chloride (1.2 eq.) was added thereto, and the mixture was stirred at a room temperature for 1 hour. To the... Reactants: [BH4-], CCC(=O)c1ccccc1, CO, CCCC=CC1CCC(c2ccc(C(=O)CC)cc2)CC1, C=CC(CC)C1CCC(c2ccc(C#N)cc2)CC1, [Na+]. The product is CCCC=CC1CCC(c2ccc(C#N)cc2)CC1. Reaction SMILES: [BH4-:41].[CH3:43][CH2:44][C:45]([c:46]1[cH:47][cH:48][cH:49][cH:50][cH:51]1)=[O:52].[CH3:53][OH:54].[CH:1](=[CH:2][CH2:3][CH2:4][CH3:5])[CH:6]1[CH2:7][CH2:8][CH:9]([c:12]2[cH:13][cH:14][c:15]([C:18](=[O:19])[CH2:20][CH3:21])[cH:16][cH:17]2)[CH2:10][CH2:11]1.[CH:22]([CH:23]([CH:24]1[CH2:25][CH2:26][CH:27]([c:28]2[cH:29][cH:30][c:31]([C:32]#[N:38])[cH:33][cH:34]2)[CH2:35][CH2:36]1)[CH2:37][CH3:39])=[CH2:40].[Na+:42]>>[CH:1](=[CH:2][CH2:3][CH2:4][CH3:5])[CH:6]1[CH2:7][CH2:8][CH:9]([c:12]2[cH:13][cH:14][c:15]([C:18]#[N:38])[cH:16][cH:17]2)[CH2:10][CH2:11]1. Starting materials: C([O-])([O-])=O.[Ca+2] (calcium carbonate), FC1=C(C=CC(=C1)F)[C@@]1(O[C@H]1C)CN1N=CN=C1 (1-(((2R,3S)-2-(2,4-difluorophenyl)-3-methyloxiran-2-yl)methyl)-1H-1,2,4-triazole), FC1=CC=C(C=C1)C=1C=NNC1 (4-(4-fluorophenyl)-1H-pyrazole). Run in CN(C=O)C (N,N-dimethylformamide). Reaction conditions: time 20 minute. The product is FC1=CC=C(C=C1)C=1C=NN(C1)[C@@H]([C@@](CN1N=CN=C1)(O)C1=C(C=C(C=C1)F)F)C ((2R,3R)-3-(4-(4-fluorophenyl)-1H-pyrazole-1-yl)-2-(2,4-difluorophenyl)-1-(1H-1,2,4-triazole-1-yl)butane-2-ol). The yield is 56.0%. Reaction SMILES: [F:1][C:2]1[CH:7]=[CH:6][C:5]([C:8]2[CH:9]=[N:10][NH:11][CH:12]=2)=[CH:4][CH:3]=1.C(=O)([O-])[O-].[Ca+2].[F:18][C:19]1[CH:24]=[C:23]([F:25])[CH:22]=[CH:21][C:20]=1[C@@:26]1([CH2:30][N:31]2[CH:35]=[N:34][CH:33]=[N:32]2)[C@H:28]([CH3:29])[O:27]1>CN(C)C=O>[F:1][C:2]1[CH:3]=[CH:4][C:5]([C:8]2[CH:12]=[N:11][N:10]([C@H:28]([CH3:29])[C@:26]([C:20]3[CH:21]=[CH:22][C:23]([F:25])=[CH:24][C:19]=3[F:18])([OH:27])[CH2:30][N:31]3[CH:35]=[N:34][CH:33]=[N:32]3)[CH:9]=2)=[CH:6][CH:7]=1 |f:1.2|. Procedure: To a suspension of 4-(4-fluorophenyl)-1H-pyrazole (0.12 g) in N,N-dimethylformamide (5 ml) were added calcium carbonate (0.15 g) and 1-(((2R,3S)-2-(2,4-difluorophenyl)-3-methyloxiran-2-yl)methyl)-1H-1,2,4-triazole (0.204 g). While argon gas was provided, stirring was conducted at room temperature for 20 min prior to the irradiation of microwaves thereto at 180° C. for 15 min for reaction. After the reaction was terminated, the solution was diluted in ethyl acetate (10 ml) and washed with a satur... The reactants are NC=1C=C(C=CC1)S(=O)(=O)O (3-aminobenzenesulfonic acid), O.O.O.C(C)(=O)[O-].[Na+] (sodium acetate trihydrate), Cl (HCl), CC1=C(CCl)C=C(C=C1)C (2,5-dimethylbenzyl chloride). Solvent: C(C)#N (acetonitrile), O (water), C(C)#N (acetonitrile). Conditions: time 20 minute. Product: CC1=C(C=C(C=C1)C)CNC=1C=C(C=CC1)S(=O)(=O)O (3-(((2,5-dimethylphenyl)methyl)amino)benzenesulfonic acid). Isolated yield 53.0%. Reaction SMILES: [NH2:1][C:2]1[CH:3]=[C:4]([S:8]([OH:11])(=[O:10])=[O:9])[CH:5]=[CH:6][CH:7]=1.O.O.O.C([O-])(=O)C.[Na+].[CH3:20][C:21]1[CH:28]=[CH:27][C:26]([CH3:29])=[CH:25][C:22]=1[CH2:23]Cl.Cl>C(#N)C.O>[CH3:20][C:21]1[CH:28]=[CH:27][C:26]([CH3:29])=[CH:25][C:22]=1[CH2:23][NH:1][C:2]1[CH:3]=[C:4]([S:8]([OH:11])(=[O:9])=[O:10])[CH:5]=[CH:6][CH:7]=1 |f:1.2.3.4.5|. Reported procedure: To a stirred slurry of 52.0 g (0.30 mole) of 3-aminobenzenesulfonic acid in 225 ml of hot (65° C.) water was added 83.0 g (0.61 mole) of sodium acetate trihydrate and 75 ml of acetonitrile. The temperature was stabilized at approximately 67°-68° C. and a solution of 30.93 g (0.20 mole) of 2,5-dimethylbenzyl chloride in 75 ml of acetonitrile added dropwise over 1 hr. The resulting orange solution was refluxed for 31/2 hrs, then acidified with 40 ml of conc. HCl while simultaneously distilling off... The reactants are N=1N=NN2C1C=CC(=C2)[C@H]2OC2 ((R)-2-(tetrazolo[1,5-a]pyrid-6-yl)oxirane), CC1(CC(C1)N)C ((3,3-dimethylcyclobutyl)amine). Solvent: C(C)O (ethanol). Yields the product CC1(CC(C1)NC[C@H](O)C=1C=CC=2N(C1)N=NN2)C ((R)-α-[[(3,3-Dimethylcyclobutyl)amino]methyl]tetrazolo [1,5-a]pyridine 6 methanol). The yield is 104.0%. Reaction SMILES: [N:1]1[N:2]=[N:3][N:4]2[CH:9]=[C:8]([C@@H:10]3[CH2:12][O:11]3)[CH:7]=[CH:6][C:5]=12.[CH3:13][C:14]1([CH3:19])[CH2:17][CH:16]([NH2:18])[CH2:15]1>C(O)C>[CH3:13][C:14]1([CH3:19])[CH2:17][CH:16]([NH:18][CH2:12][C@@H:10]([C:8]2[CH:7]=[CH:6][C:5]3[N:4]([N:3]=[N:2][N:1]=3)[CH:9]=2)[OH:11])[CH2:15]1. Procedure details: A solution of (R)-2-(tetrazolo[1,5-a]pyrid-6-yl)oxirane (375 mg, 2.31 mmol) and (3,3-dimethylcyclobutyl)amine (1.14 g, 11.5 mmol) in 0.8 ml of absolute ethanol was heated at 70° C. in a sealed reaction vessel for 3 hours. The reaction mixture was concentrated and the residue was purified by preparative Tlc on silica gel (90:10:1 methylene chloride:methanol:NH4OH) to give 628 mg of product; Analysis: Calc'd. for C13H19N5O: The reactants are 1750C, BrC1=CC=C(C=C1)CC#N (4-Bromophenylacetonitrile), [N-]=[N+]=[N-].[Na+] (sodium azide), [Cl-].[NH4+] (ammonium chloride). Run in CN(C)C=O (DMF). Product: BrC1=CC=C(C=C1)CC=1N=NNN1 (5-[(4-bromophenyl)methyl]-2H-tetrazole). Yield: 46.7%. Reaction SMILES: [Br:1][C:2]1[CH:7]=[CH:6][C:5]([CH2:8][C:9]#[N:10])=[CH:4][CH:3]=1.[N-:11]=[N+:12]=[N-:13].[Na+].[Cl-].[NH4+]>CN(C=O)C>[Br:1][C:2]1[CH:7]=[CH:6][C:5]([CH2:8][C:9]2[N:11]=[N:12][NH:13][N:10]=2)=[CH:4][CH:3]=1 |f:1.2,3.4|. Procedure details: 4-Bromophenylacetonitrile (30.0 g. 0.15 mol), sodium azide (10.9 g. 0.17 mol) and ammonium chloride (8.9 g. 0.17 mol) were heated in DMF (300 mL) at 90° C. for 2 days. After concentration, water (200 mL) was added to the residue, the mixture was basified with 1M NAOH (170 mL) and washed with ether (2×100 mL). Acidification of the aqueous layer with 1N HCl and collection of the precipitate by suction filtration produced the crude product. This was purified by recrystallization from ethanol to pro... Reactants: C1(=CC=CC=C1)NC1=NC=CC=C1C(CC)=O (1-(2-phenylamino-pyridin-3-yl)-propan-1-one), C[Si](C)(C)[N-][Si](C)(C)C.[Na+] (sodium bis(trimethylsilyl)amide), O1C(=NC=C1)C(=O)Cl (oxazole-2-carbonyl chloride). The reagents and catalysts are CN(C)C=O (DMF). Solvent: C1CCOC1 (THF), C1CCOC1 (THF), O (water). Run at temperature 25 celsius, time 8 hour. The product is ethyl acetate-hexanes, CC1=C(N(C2=NC=CC=C2C1=O)C1=CC=CC=C1)C=1OC=CN1 (3-methyl-2-oxazol-2-yl-1-phenyl-1H-[1,8]naphthyridin-4-one). Yield: 20.1%. Reaction SMILES: [C:1]1([NH:7][C:8]2[C:13]([C:14](=[O:17])[CH2:15][CH3:16])=[CH:12][CH:11]=[CH:10][N:9]=2)[CH:6]=[CH:5][CH:4]=[CH:3][CH:2]=1.C[Si]([N-][Si](C)(C)C)(C)C.[Na+].[O:28]1[CH:32]=[CH:31][N:30]=[C:29]1[C:33](Cl)=O>C1COCC1.CN(C=O)C.O>[CH3:16][C:15]1[C:14](=[O:17])[C:13]2[C:8](=[N:9][CH:10]=[CH:11][CH:12]=2)[N:7]([C:1]2[CH:6]=[CH:5][CH:4]=[CH:3][CH:2]=2)[C:33]=1[C:29]1[O:28][CH:32]=[CH:31][N:30]=1 |f:1.2|. Procedure: A solution of 1-(2-phenylamino-pyridin-3-yl)-propan-1-one (2.0 g, 8.84 mmol) in THF (17.7 mL) at 25° C. was treated with sodium bis(trimethylsilyl)amide (1.0 M in THF) (22.1 mL, 22.1 mmol). The resulting red solution was then treated with a mixture of oxazole-2-carbonyl chloride (1.51 g, 11.5 mmol) in THF (8 mL) and 10 drops of DMF. The reaction was then stirred at 25° C. overnight. The reaction was diluted with water (50 mL) and was then extracted into ethyl acetate (3×50 mL). The organics were...